From a dataset of the Open Reaction Database (ORD), a public repository of structured organic reaction records. describe an organic reaction: reactants, conditions, products, and yield Reactants: NC1CCN(CCc2ccccc2)C1, NC12CC3CC(C1)CC(C(=O)Cl)(C3)C2. The product is NC12CC3CC(C1)CC(C(=O)NC1CCN(CCc4ccccc4)C1)(C3)C2. Reaction SMILES: [NH2:15][CH:16]1[CH2:17][N:18]([CH2:21][CH2:22][c:23]2[cH:24][cH:25][cH:26][cH:27][cH:28]2)[CH2:19][CH2:20]1.[NH2:1][C:2]12[CH2:3][C:4]3([C:12](=[O:13])[Cl:14])[CH2:5][CH:6]([CH2:7][CH:8]([CH2:9]1)[CH2:10]3)[CH2:11]2>>[NH2:1][C:2]12[CH2:3][C:4]3([C:12](=[O:13])[NH:15][CH:16]4[CH2:17][N:18]([CH2:21][CH2:22][c:23]5[cH:24][cH:25][cH:26][cH:27][cH:28]5)[CH2:19][CH2:20]4)[CH2:5][CH:6]([CH2:7][CH:8]([CH2:9]1)[CH2:10]3)[CH2:11]2.